describe an organic reaction: reactants, conditions, products, and yield From a dataset of the Open Reaction Database (ORD), a public repository of structured organic reaction records. Starting materials: NC1=CC=C2C=CC=NC2=C1 (7-aminoquinoline), CC=1SC=C(N1)C1=CC=C(C(=O)O)C=C1 (4-(2-methylthiazol-4-yl)-benzoic acid). The product is CC=1SC=C(N1)C1=CC=C(C(=O)NC2=CC=C3C=CC=NC3=C2)C=C1 (4-(2-Methylthiazol-4yl)-N-quinolin-7-yl-benzamide). As a reaction SMILES: [NH2:1][C:2]1[CH:11]=[C:10]2[C:5]([CH:6]=[CH:7][CH:8]=[N:9]2)=[CH:4][CH:3]=1.[CH3:12][C:13]1[S:14][CH:15]=[C:16]([C:18]2[CH:26]=[CH:25][C:21]([C:22](O)=[O:23])=[CH:20][CH:19]=2)[N:17]=1>>[CH3:12][C:13]1[S:14][CH:15]=[C:16]([C:18]2[CH:26]=[CH:25][C:21]([C:22]([NH:1][C:2]3[CH:11]=[C:10]4[C:5]([CH:6]=[CH:7][CH:8]=[N:9]4)=[CH:4][CH:3]=3)=[O:23])=[CH:20][CH:19]=2)[N:17]=1. Procedure: Using the procedure outlined in Example 56, the title compound was prepared from 7-aminoquinoline (D55) (27 mg, 0.19 mmol) and 4-(2-methylthiazol-4-yl)-benzoic acid (D87) (50 mg, 0.23 mmol) as a solid. MS(ES): MH+ 346, M-H+ 344 Reactants: C(C)OC(C1=C(C=C(C=C1)N)OCC)=O (2-ethoxy-4-amino-benzoic acid ethyl ester), ClC=1C=CC(=C(C(=O)Cl)C1)OC (5-chloro-2-methoxy-benzoyl chloride). The solvent is C(C)N(CC)CC (triethylamine), C1(=CC=CC=C1)C (toluene), C1(=CC=CC=C1)C (toluene). Conditions: time 3 hour. Product: C(C)OC(C1=C(C=C(C=C1)NC(C1=C(C=CC(=C1)Cl)OC)=O)OCC)=O (2-ethoxy-4-(5-chloro-2-methoxy-benzamido)-benzoic acid ethyl ester). RXN SMILES: [CH2:1]([O:3][C:4](=[O:15])[C:5]1[CH:10]=[CH:9][C:8]([NH2:11])=[CH:7][C:6]=1[O:12][CH2:13][CH3:14])[CH3:2].[Cl:16][C:17]1[CH:18]=[CH:19][C:20]([O:26][CH3:27])=[C:21]([CH:25]=1)[C:22](Cl)=[O:23]>C(N(CC)CC)C.C1(C)C=CC=CC=1>[CH2:1]([O:3][C:4](=[O:15])[C:5]1[CH:10]=[CH:9][C:8]([NH:11][C:22](=[O:23])[C:21]2[CH:25]=[C:17]([Cl:16])[CH:18]=[CH:19][C:20]=2[O:26][CH3:27])=[CH:7][C:6]=1[O:12][CH2:13][CH3:14])[CH3:2]. Procedure details: 10.4 g of 2-ethoxy-4-amino-benzoic acid ethyl ester were suspended in a mixture of 6.8 ml of triethylamine and 200 ml of toluene and 10.3 g of 5-chloro-2-methoxy-benzoyl chloride dissolved in a small amount of toluene were added dropwise. The whole was stirred for 3 hours under reflux and, after cooling, it was washed with water, dilute hydrochloric acid and a sodium bicarbonate solution and dried over sodium sulfate. Upon concentration of the solution under reduced pressure, the 2-ethoxy-4-(5-c... Reaction SMILES: [C:1]([C:4]1[C:5]([C:22]2[CH:27]=[CH:26][CH:25]=[C:24]([F:28])[CH:23]=2)=[C:6]([C:20]#[N:21])[N:7]2[CH2:12][CH2:11][N:10](C(OC(C)(C)C)=O)[CH2:9][C:8]=12)(=[O:3])[NH2:2].FC(F)(F)C(O)=O>ClCCl>[C:20]([C:6]1[N:7]2[CH2:12][CH2:11][NH:10][CH2:9][C:8]2=[C:4]([C:1]([NH2:2])=[O:3])[C:5]=1[C:22]1[CH:27]=[CH:26][CH:25]=[C:24]([F:28])[CH:23]=1)#[N:21]. The product is C(#N)C1=C(C(=C2N1CCNC2)C(=O)N)C2=CC(=CC=C2)F (6-cyano-7-(3-fluorophenyl)-1,2,3,4-tetrahydropyrrolo[1,2-a]pyrazine-8-carboxamide). The reactants are C(N)(=O)C=1C(=C(N2C1CN(CC2)C(=O)OC(C)(C)C)C#N)C2=CC(=CC=C2)F (tert-butyl 8-carbamoyl-6-cyano-7-(3-fluorophenyl)-3,4-dihydropyrrolo[1,2-a]pyrazine-2(1H)-carboxylate), FC(C(=O)O)(F)F (trifluoroacetic acid). Run in ClCCl (dichloromethane). Conditions: time 1 hour. The yield is 91.5%. Procedure details: To a solution of 1.05 g (2.73 mmol) of tert-butyl 8-carbamoyl-6-cyano-7-(3-fluorophenyl)-3,4-dihydropyrrolo[1,2-a]pyrazine-2(1H)-carboxylate in 10 ml of dichloromethane are added slowly 2.7 ml (27 mmol) of trifluoroacetic acid. After stirring for 1 hour at room temperature, the solvent is evaporated off under reduced pressure, the residue is taken up in water and the aqueous phase is basified by addition of aqueous ammonia. The solid formed is separated out by filtration and rinsed with water, t... The reactants are CN(C)CC1=C(N=NN1)CN1[C@H]([C@H](OCC1)O[C@H](C)C1=CC(=CC(=C1)C(F)(F)F)SC)C1=CC=C(C=C1)F (4-(5-(N,N-Dimethylaminomethyl)-1,2,3-triazol-4-yl)methyl-3-(S)-(4-fluorophenyl)-2-(R)-(1-(R)-(3-methylthio-5-(trifluoromethyl) phenyl)ethoxy)morpholine), solution, FC(C(=O)OO)(F)F (trifluoroperacetic acid), C([O-])(O)=O.[Na+] (sodium bicarbonate). Run in FC(C(=O)O)(F)F (trifluoroacetic acid), FC(C(=O)O)(F)F (trifluoroacetic acid). Conditions: temperature 0 celsius, time 30 minute. Product: CN(C)CC1=C(N=NN1)CN1[C@H]([C@H](OCC1)O[C@H](C)C1=CC(=CC(=C1)C(F)(F)F)S(=O)C)C1=CC=C(C=C1)F (4-(5-(N,N-Dimethylaminomethyl)-1,2,3-triazol-4-yl)methyl-3-(S)-(4-fluorophenyl)-2-(R)-(1-(R)-(3-methylsulphinyl-5-(trifluoromethyl) phenyl)ethoxy)morpholine), foam. The yield is 51.0%. Reaction SMILES: [CH3:1][N:2]([CH2:4][C:5]1[NH:9][N:8]=[N:7][C:6]=1[CH2:10][N:11]1[CH2:16][CH2:15][O:14][C@H:13]([O:17][C@@H:18]([C:20]2[CH:25]=[C:24]([C:26]([F:29])([F:28])[F:27])[CH:23]=[C:22]([S:30][CH3:31])[CH:21]=2)[CH3:19])[C@@H:12]1[C:32]1[CH:37]=[CH:36][C:35]([F:38])=[CH:34][CH:33]=1)[CH3:3].FC(F)(F)C(OO)=[O:42].C(=O)(O)[O-].[Na+]>FC(F)(F)C(O)=O>[CH3:1][N:2]([CH2:4][C:5]1[NH:9][N:8]=[N:7][C:6]=1[CH2:10][N:11]1[CH2:16][CH2:15][O:14][C@H:13]([O:17][C@@H:18]([C:20]2[CH:25]=[C:24]([C:26]([F:27])([F:28])[F:29])[CH:23]=[C:22]([S:30]([CH3:31])=[O:42])[CH:21]=2)[CH3:19])[C@@H:12]1[C:32]1[CH:37]=[CH:36][C:35]([F:38])=[CH:34][CH:33]=1)[CH3:3] |f:2.3|. Procedure: The thioether of Example 76 (155 mg, 0.28 mmol) was dissolved in trifluoroacetic acid (800 μl) cooled to 0° C. and treated with a 2.0M solution of trifluoroperacetic acid in trifluoroacetic acid (153 μl, 0.308 mmol), with stirring for 30 minutes. The reaction mixture was poured into 0.5M sodium bicarbonate solution (50 ml), extracted with dichloromethane (3×15 ml), dried (MgSO4) and concentrated in vacuo. The resulting crude solid (200 mg) was purified by flash silica gel chromatography in 8% me... The reactants are CC(CC)=O (butan-2-one), C([O-])([O-])=O.[K+].[K+] (potassium carbonate), ClCCN(C)C (2-chloro-N,N-dimethylethanamine), C1(CC1)C1=C(C(=NN1CC1=C(C=C(C=C1F)OCC)F)C1=NC=C(C(=N1)NC1=CC=NC=C1)O)C (2-[5-cyclopropyl-1-(4-ethoxy-2,6-difluorobenzyl)-4-methyl-1H-pyrazol-3-yl]-4-(pyridin-4-ylamino)pyrimidin-5-ol). Run in CN(C)C=O (DMF). Run at temperature 50 celsius. The product is C1(CC1)C1=C(C(=NN1CC1=C(C=C(C=C1F)OCC)F)C1=NC=C(C(=N1)NC1=CC=NC=C1)OCCN(C)C)C (2-[5-cyclopropyl-1-(4-ethoxy-2,6-difluorobenzyl)-4-methyl-1H-pyrazol-3-yl]-5-[2-(dimethylamino)ethoxy]-N-(pyridin-4-yl)pyrimidin-4-amine). As a reaction SMILES: [CH:1]1([C:4]2[N:8]([CH2:9][C:10]3[C:15]([F:16])=[CH:14][C:13]([O:17][CH2:18][CH3:19])=[CH:12][C:11]=3[F:20])[N:7]=[C:6]([C:21]3[N:26]=[C:25]([NH:27][C:28]4[CH:33]=[CH:32][N:31]=[CH:30][CH:29]=4)[C:24]([OH:34])=[CH:23][N:22]=3)[C:5]=2[CH3:35])[CH2:3][CH2:2]1.C(=O)([O-])[O-].[K+].[K+].Cl[CH2:43][CH2:44][N:45]([CH3:47])[CH3:46].CC(=O)CC>CN(C=O)C>[CH:1]1([C:4]2[N:8]([CH2:9][C:10]3[C:11]([F:20])=[CH:12][C:13]([O:17][CH2:18][CH3:19])=[CH:14][C:15]=3[F:16])[N:7]=[C:6]([C:21]3[N:26]=[C:25]([NH:27][C:28]4[CH:29]=[CH:30][N:31]=[CH:32][CH:33]=4)[C:24]([O:34][CH2:43][CH2:44][N:45]([CH3:47])[CH3:46])=[CH:23][N:22]=3)[C:5]=2[CH3:35])[CH2:3][CH2:2]1 |f:1.2.3|. Reported procedure: 80 mg of 2-[5-cyclopropyl-1-(4-ethoxy-2,6-difluorobenzyl)-4-methyl-1H-pyrazol-3-yl]-4-(pyridin-4-ylamino)pyrimidin-5-ol 2-2-1 (0.048 mmol, 1.0 eq) were dissolved in 1.9 mL of dry DMF and 33.5 mg potassium carbonate (0.24 mmol, 5.0 eq) and 10.5 mg 2-chloro-N,N-dimethylethanamine (0.073 mmol, 1.5 eq) were added. The reaction mixture was stirred over night at 50° C. Then butan-2-one was added and the organic layer was washed with brine, dried over sodium sulfate and concentrated in vacuo. The purif... Starting materials: C1CCOC1, COC(=O)Cn1ccc2cc(OCCCOc3ccc(-c4nc(OC(C)C)cs4)cc3OC)ccc21, [Li+], [OH-], O, O. Product: COc1cc(-c2nc(OC(C)C)cs2)ccc1OCCCOc1ccc2c(ccn2CC(=O)O)c1. Reaction SMILES: [CH2:40]1[O:41][CH2:42][CH2:43][CH2:44]1.[CH:1]([CH3:2])([CH3:3])[O:4][c:5]1[n:6][c:7](-[c:10]2[cH:11][c:12]([O:35][CH3:36])[c:13]([O:14][CH2:15][CH2:16][CH2:17][O:18][c:19]3[cH:20][c:21]4[cH:22][cH:23][n:24]([CH2:28][C:29](=[O:30])[O:31][CH3:32])[c:25]4[cH:26][cH:27]3)[cH:33][cH:34]2)[s:8][cH:9]1.[Li+:38].[OH-:37].[OH2:39].[OH2:45]>>[CH:1]([CH3:2])([CH3:3])[O:4][c:5]1[n:6][c:7](-[c:10]2[cH:11][c:12]([O:35][CH3:36])[c:13]([O:14][CH2:15][CH2:16][CH2:17][O:18][c:19]3[cH:20][c:21]4[cH:22][cH:23][n:24]([CH2:28][C:29](=[O:30])[OH:31])[c:25]4[cH:26][cH:27]3)[cH:33][cH:34]2)[s:8][cH:9]1. The reactants are BrC1=NC(=CC(=C1)C)Cl (2-bromo-6-chloro-4-methylpyridine), [Cu](C#N)C#N (copper cyanide). The solvent is CN(C=O)C (N,N-dimethylformamide). Product: ClC1=NC(=CC(=C1)C)C#N (2-chloro-6-cyano-4-methylpyridine). Yield: 54.0%. As a reaction SMILES: Br[C:2]1[CH:7]=[C:6]([CH3:8])[CH:5]=[C:4]([Cl:9])[N:3]=1.[Cu](C#N)[C:11]#[N:12]>CN(C)C=O>[Cl:9][C:4]1[CH:5]=[C:6]([CH3:8])[CH:7]=[C:2]([C:11]#[N:12])[N:3]=1. Reported procedure: To a solution of 20.7 g of 2-bromo-6-chloro-4-methylpyridine in 100 ml anhydrous N,N-dimethylformamide 9.9 g of copper cyanide was added. The reaction mixture was heated to reflux for 7 hours. After cooling, the mixture was filtered through a silica gel column with 500 ml ethyl acetate. The obtained solution was washed with a saturated aqueous solution of sodium chloride. The solvent was removed in vacuo and the residue purified by silica gel column chromatography using hexane/ethyl acetate. 1:1... Starting materials: [B](c1cc(C)cc(C=O)c1)(O)O, CC1=CN=C(C=C1)N, [C-]#[N+]C1CCCCC1. Reagents/catalysts: O=C(O)C(F)(F)F (trifluoroacetic acid). Solvent: CC(C)O (isopropyl alcohol), CC(C)O (isopropylalcohol). Reaction conditions: temperature 22 celsius, time 20 hour. The product is [B](c1cc(C)cc(c1)c1c(NC2CCCCC2)n2cc(C)ccc2n1)(O)O. Isolated yield 67.4%. As a reaction SMILES: CC1=CC=C(N)N=C1.[C-]#[N+]C1CCCCC1.CC1=CC(=CC(C=O)=C1)B(O)O>>CC1=CN2C(C=C1)=NC(=C2NC1CCCCC1)C1=CC(C)=CC(=C1)B(O)O. Starting materials: ClCC(=O)Cl (chloroacetyl chloride), ClCC=1N=CSC1 (4-Chloromethylthiazole), C(C1=CC=CC=C1)N (benzylamine), C(C1=CC=CC=C1)NC(CCl)=O (N-benzylchloroacetamide), C([O-])([O-])=O.[Na+].[Na+] (sodium carbonate). Conditions: temperature 80 celsius. The product is C(C1=CC=CC=C1)N(C(CCl)=O)CC=1N=CSC1 (N-benzyl-N-(4-thiazolylmethyl)chloroacetamide). The yield is 85.7%. RXN SMILES: Cl[CH2:2][C:3]1[N:4]=[CH:5][S:6][CH:7]=1.C(N)C1C=CC=CC=1.C(=O)([O-])[O-].[Na+].[Na+].ClCC(Cl)=O.[CH2:27]([NH:34][C:35](=[O:38])[CH2:36][Cl:37])[C:28]1[CH:33]=[CH:32][CH:31]=[CH:30][CH:29]=1>>[CH2:27]([N:34]([CH2:2][C:3]1[N:4]=[CH:5][S:6][CH:7]=1)[C:35](=[O:38])[CH2:36][Cl:37])[C:28]1[CH:33]=[CH:32][CH:31]=[CH:30][CH:29]=1 |f:2.3.4|. Procedure details: 4-Chloromethylthiazole (1.33 g, 10.0 mmol) and benzylamine (2.2 mL, 20.0 mmol) were mixed together and heated to 80° C. for 24 hours and allowed to cool to room temperature. The solid mass was treated with 2M aqueous sodium carbonate and stirred until the mass was broken up and the mixture was extracted with 2 portions of ethyl ether. The combined organic extracts were dried (Na2SO4), filtered, and concentrated. The residue was dissolved in 40 mL of dichloromethane, cooled to 0° C., and 40 mL of... Reactants: CCOC(=O)C=CC=CCCCCCc1cccc2cncn12, CO, [Na+], [OH-]. Yields the product O=C(O)C=CC=CCCCCCc1cccc2cncn12. RXN SMILES: [CH2:1]([CH3:2])[O:3][C:4](=[O:5])[CH:6]=[CH:7][CH:8]=[CH:9][CH2:10][CH2:11][CH2:12][CH2:13][CH2:14][c:15]1[cH:16][cH:17][cH:18][c:19]2[n:20]1[cH:21][n:22][cH:23]2.[CH3:26][OH:27].[Na+:25].[OH-:24]>>[O:3]=[C:4]([OH:5])[CH:6]=[CH:7][CH:8]=[CH:9][CH2:10][CH2:11][CH2:12][CH2:13][CH2:14][c:15]1[cH:16][cH:17][cH:18][c:19]2[n:20]1[cH:21][n:22][cH:23]2.